Dataset: the Open Reaction Database (ORD), a public repository of structured organic reaction records. Task: describe an organic reaction: reactants, conditions, products, and yield The reactants are COC(CCBr)OC, O=c1[nH]cc(-c2cc(F)cnc2Cl)c(=O)[nH]1, Cl, [K+], [K+], O=C([O-])[O-], CN(C)C=O, O. Product: COC(CCn1cc(-c2cc(F)cnc2Cl)c(=O)[nH]c1=O)OC. As a reaction SMILES: [Br:24][CH2:25][CH2:26][CH:27]([O:28][CH3:29])[O:30][CH3:31].[Cl:2][c:3]1[n:4][cH:5][c:6]([F:17])[cH:7][c:8]1-[c:9]1[c:10](=[O:16])[nH:11][c:12](=[O:15])[nH:13][cH:14]1.[ClH:1].[K+:18].[K+:19].[O-:20][C:21]([O-:22])=[O:23].[O:33]=[CH:34][N:35]([CH3:36])[CH3:37].[OH2:32]>>[Cl:2][c:3]1[n:4][cH:5][c:6]([F:17])[cH:7][c:8]1-[c:9]1[c:10](=[O:16])[nH:11][c:12](=[O:15])[n:13]([CH2:25][CH2:26][CH:27]([O:28][CH3:29])[O:30][CH3:31])[cH:14]1.